This data is from the Open Reaction Database (ORD), a public repository of structured organic reaction records. The task is: describe an organic reaction: reactants, conditions, products, and yield Reactants: C1CCOC1, CO, CC(C)(C)OC(=O)N1CCCC1(C)C(=O)[O-], [Na+], [OH-]. As a reaction SMILES: [CH2:19]1[O:20][CH2:21][CH2:22][CH2:23]1.[CH3:24][OH:25].[CH3:3][C:4]1([C:16](=[O:17])[O-:18])[N:5]([C:9](=[O:10])[O:11][C:12]([CH3:13])([CH3:14])[CH3:15])[CH2:6][CH2:7][CH2:8]1.[Na+:2].[OH-:1]>>[CH:4]1([C:16](=[O:17])[OH:18])[N:5]([C:9](=[O:10])[O:11][C:12]([CH3:13])([CH3:14])[CH3:15])[CH2:6][CH2:7][CH2:8]1. The product is CC(C)(C)OC(=O)N1CCCC1C(=O)O. As a reaction SMILES: [CH3:1][C:2]1[C:10]([C:11]2[S:12][C:13]([C:24]([O:26][CH2:27][CH3:28])=[O:25])=[C:14](OS(C(F)(F)F)(=O)=O)[N:15]=2)=[C:5]2[CH:6]=[CH:7][CH:8]=[CH:9][N:4]2[N:3]=1.[C:29]1(B2OC(C)(C)C(C)(C)O2)[CH2:34][CH2:33][CH2:32][CH2:31][CH:30]=1.C(=O)([O-])[O-].[Cs+].[Cs+].O>COCCOC>[C:29]1([C:14]2[N:15]=[C:11]([C:10]3[C:2]([CH3:1])=[N:3][N:4]4[CH:9]=[CH:8][CH:7]=[CH:6][C:5]=34)[S:12][C:13]=2[C:24]([O:26][CH2:27][CH3:28])=[O:25])[CH2:34][CH2:33][CH2:32][CH2:31][CH:30]=1 |f:2.3.4|. Yield: 95.8%. Product: C1(=CCCCC1)C=1N=C(SC1C(=O)OCC)C=1C(=NN2C1C=CC=C2)C (ethyl 4-cyclohex-1-en-1-yl-2-(2-methylpyrazolo[1,5-a]pyridin-3-yl)-1,3-thiazole-5-carboxylate). The solvent is COCCOC (1,2-dimethoxyethane). Reactants: CC1=NN2C(C=CC=C2)=C1C=1SC(=C(N1)OS(=O)(=O)C(F)(F)F)C(=O)OCC (ethyl 2-(2-methylpyrazolo[1,5-a]pyridin-3-yl)-4-{[(trifluoromethyl)sulfonyl]oxy}-1,3-thiazole-5-carboxylate), O (water), C1(=CCCCC1)B1OC(C(O1)(C)C)(C)C (2-cyclohex-1-en-1-yl-4,4,5,5-tetramethyl-1,3,2-dioxaborolane), C([O-])([O-])=O.[Cs+].[Cs+] (cesium carbonate). Reported procedure: Using ethyl 2-(2-methylpyrazolo[1,5-a]pyridin-3-yl)-4-{[(trifluoromethyl)sulfonyl]oxy}-1,3-thiazole-5-carboxylate (220 mg, 0.5 mmol) produced in Example 15(i), 2-cyclohex-1-en-1-yl-4,4,5,5-tetramethyl-1,3,2-dioxaborolane (620 mg, 3.0 mmol), [1,1-bis(diphenylphosphino)ferrocene]palladium(II) dichloride dichloromethane complex (72 mg, 0.088 mmol), cesium carbonate (620 mg, 1.9 mmol), water (0.5 mL) and 1,2-dimethoxyethane (15 mL) as starting materials and in the same manner as in Example 13(iii), ... Reactants: BrC1=CC=C2C=NC(=NN21)SC (7-Bromo-2-methylsulfanyl-pyrrolo[2,1-f][1,2,4]triazine), Cl.NC=1C=C(C=CC1)B(O)O (3-Aminophenylboronic acid hydrochloride), C([O-])([O-])=O.[Na+].[Na+] (Sodium carbonate), Cl (HCl), C1(=CC=CC=C1)P(C1=CC=CC=C1)C1=CC=CC=C1 (Triphenylphosphine). Reagents/catalysts: C(C)(=O)[O-].[Pd+2].C(C)(=O)[O-] (Palladium Acetate). Run in C(C)O (Ethanol), O (water), O (Water), O1CCCC1 (Tetrahydrofuran). Run at time 10 minute. The product is CSC1=NN2C(C=N1)=CC=C2C=2C=C(C=CC2)N (3-(2-Methylsulfanyl-pyrrolo[2,1-f][1,2,4]triazin-7-yl)-phenylamine). Isolated yield 39.1%. As a reaction SMILES: C1(P(C2C=CC=CC=2)C2C=CC=CC=2)C=CC=CC=1.Br[C:21]1[N:29]2[C:24]([CH:25]=[N:26][C:27]([S:30][CH3:31])=[N:28]2)=[CH:23][CH:22]=1.Cl.[NH2:33][C:34]1[CH:35]=[C:36](B(O)O)[CH:37]=[CH:38][CH:39]=1.C(=O)([O-])[O-].[Na+].[Na+].Cl>O1CCCC1.C(O)C.O.C([O-])(=O)C.[Pd+2].C([O-])(=O)C>[CH3:31][S:30][C:27]1[N:26]=[CH:25][C:24]2=[CH:23][CH:22]=[C:21]([C:38]3[CH:39]=[C:34]([NH2:33])[CH:35]=[CH:36][CH:37]=3)[N:29]2[N:28]=1 |f:2.3,4.5.6,11.12.13|. Procedure details: Palladium Acetate (0.37 g, 0.0016 mol) and Triphenylphosphine (0.54 g, 0.0020 mol) were dissolved in Tetrahydrofuran (25 mL) and the mixture was allowed to stir at room temperature for 10 minutes. 7-Bromo-2-methylsulfanyl-pyrrolo[2,1-f][1,2,4]triazine (1.95 g, 0.00799 mol) and 3-Aminophenylboronic acid hydrochloride (2.84 g, 0.0164 mol) were added followed by 2.00 M of Sodium carbonate in Water (20.0 mL, 0.0400 mol) and Ethanol (25 mL). The reaction mixture was then heated at 75° C. and was allo... The reactants are BrC=1C(=NC=C(C(=O)NC2=CC=C(C=C2)OC(F)(F)F)C1)N1C[C@@H](CC1)O ((R)-5-bromo-6-(3-hydroxypyrrolidin-1-yl)-N-(4-(trifluoromethoxy)phenyl)nicotinamide), FC1=CC=C(C=N1)B(O)O ((6-fluoropyridin-3-yl)boronic acid). Product: FC1=CC=C(C=N1)C=1C(=NC=C(C1)C(=O)NC1=CC=C(C=C1)OC(F)(F)F)N1C[C@@H](CC1)O ((R)-6′-Fluoro-2-(3-hydroxypyrrolidin-1-yl)-N-(4-(trifluoromethoxy)phenyl)-[3,3′-bipyridine]-5-carboxamide). RXN SMILES: Br[C:2]1[C:3]([N:22]2[CH2:26][CH2:25][C@@H:24]([OH:27])[CH2:23]2)=[N:4][CH:5]=[C:6]([CH:21]=1)[C:7]([NH:9][C:10]1[CH:15]=[CH:14][C:13]([O:16][C:17]([F:20])([F:19])[F:18])=[CH:12][CH:11]=1)=[O:8].[F:28][C:29]1[N:34]=[CH:33][C:32](B(O)O)=[CH:31][CH:30]=1>>[F:28][C:29]1[N:34]=[CH:33][C:32]([C:2]2[C:3]([N:22]3[CH2:26][CH2:25][C@@H:24]([OH:27])[CH2:23]3)=[N:4][CH:5]=[C:6]([C:7]([NH:9][C:10]3[CH:11]=[CH:12][C:13]([O:16][C:17]([F:20])([F:18])[F:19])=[CH:14][CH:15]=3)=[O:8])[CH:21]=2)=[CH:31][CH:30]=1. Procedure: The title compound was prepared in an analogous fashion to that described in Example 54 using (R)-5-bromo-6-(3-hydroxypyrrolidin-1-yl)-N-(4-(trifluoromethoxy)phenyl)nicotinamide (Stage 35.1) and (6-fluoropyridin-3-yl)boronic acid to afford a white solid. LC-MS (Condition 2) tR=1.91 min, m/z=463.2-464.2 [M+H]+, m/z=461 [M−H]−; 1H-NMR (400 MHz, DMSO-d6) δ ppm 1.69-1.78 (m, 1H) 1.79-1.89 (m, 1H) 2.89 (d, J=11.49 Hz, 1H) 3.17-3.28 (m, 2H) 3.34-3.44 (m, 1H) 4.20 (s, 1H) 4.85 (s, 1H) 7.29 (dd, J=8.44,... Reactants: BrC=1C=CC(=C(C=O)C1)O (5-bromo-2-hydroxy-benzaldehyde), C(C1=CC=CC=C1)Br (benzyl bromide). Solvent: CC(=O)C (acetone). Product: C(C1=CC=CC=C1)OC1=C(C=O)C=C(C=C1)Br (2-Benzyloxy-5-bromobenzaldehyde). RXN SMILES: [Br:1][C:2]1[CH:3]=[CH:4][C:5]([OH:10])=[C:6]([CH:9]=1)[CH:7]=[O:8].[CH2:11](Br)[C:12]1[CH:17]=[CH:16][CH:15]=[CH:14][CH:13]=1>CC(C)=O>[CH2:11]([O:10][C:5]1[CH:4]=[CH:3][C:2]([Br:1])=[CH:9][C:6]=1[CH:7]=[O:8])[C:12]1[CH:17]=[CH:16][CH:15]=[CH:14][CH:13]=1. Procedure details: In a manner similar to that of Example 75(a), by reacting g (150 mmol) of 5-bromo-2-hydroxy-benzaldehyde and 17.8 ml (150 mmol) of benzyl bromide in 300 ml of acetone, and after purification by chromatography on a column of silica eluted with a heptane/ethyl acetate mixture (8/2), 22.8 g (52%) of the expected product are obtained in the form of a yellow solid. Reactants: CCCP(=O)(O)O, C1CCOC1, C1CCOC1, CCOC(C)=O, CCOC(C)=O, [K+], OCCN1CCOCC1, O, O=S(=O)([O-])O, Cc1nc(NC(=O)Cc2cccc3[nH]ncc23)sc1C(=O)NC(CNC(=O)c1cccs1)C(=O)O. Yields the product Cc1nc(NC(=O)Cc2cccc3[nH]ncc23)sc1C(=O)NC(CNC(=O)c1cccs1)C(=O)OCCN1CCOCC1. Reaction SMILES: [CH2:45]([P:46]([OH:47])(=[O:48])[OH:49])[CH2:50][CH3:51].[CH2:58]1[O:59][CH2:60][CH2:61][CH2:62]1.[CH2:69]1[O:70][CH2:71][CH2:72][CH2:73]1.[CH3:52][CH2:53][O:54][C:55](=[O:56])[CH3:57].[CH3:63][CH2:64][O:65][C:66](=[O:67])[CH3:68].[K+:80].[O:36]1[CH2:37][CH2:38][N:39]([CH2:42][CH2:43][OH:44])[CH2:40][CH2:41]1.[OH2:74].[S:75](=[O:76])(=[O:77])([OH:78])[O-:79].[nH:1]1[n:2][cH:3][c:4]2[c:5]([CH2:10][C:11](=[O:12])[NH:13][c:14]3[s:15][c:16]([C:20](=[O:21])[NH:22][CH:23]([C:24](=[O:25])[OH:26])[CH2:27][NH:28][C:29](=[O:30])[c:31]4[s:32][cH:33][cH:34][cH:35]4)[c:17]([CH3:19])[n:18]3)[cH:6][cH:7][cH:8][c:9]12>>[nH:1]1[n:2][cH:3][c:4]2[c:5]([CH2:10][C:11](=[O:12])[NH:13][c:14]3[s:15][c:16]([C:20](=[O:21])[NH:22][CH:23]([C:24]([O:25][CH2:43][CH2:42][N:39]4[CH2:38][CH2:37][O:36][CH2:41][CH2:40]4)=[O:26])[CH2:27][NH:28][C:29](=[O:30])[c:31]4[s:32][cH:33][cH:34][cH:35]4)[c:17]([CH3:19])[n:18]3)[cH:6][cH:7][cH:8][c:9]12. Reactants: C(CCC)C=1N(C(=C(N1)Cl)CO)CC=1C=C2C(=CC(=NC2=CC1)C1=C(C=CC=C1)C(=O)OC)C(=O)OC (methyl 6-[(2-butyl-4-chloro-5-hydroxymethyl-1H-imidazol-1-yl)methyl]-2-(2-methoxycarbonyl-phenyl)-4-quinolinecarboxylate), [OH-].[Na+] (sodium hydroxide), O (water). The solvent is C(C)O (ethanol). Reaction conditions: time 24 hour. The product is C(CCC)C=1N(C(=C(N1)Cl)CO)CC=1C=C2C(=CC(=NC2=CC1)C1=C(C=CC=C1)C(=O)O)C(=O)O (6-[(2-butyl-4-chloro-5-hydroxymethyl-1H-imidazol-1-yl)methyl]-2-(2-carboxyphenyl)-4-quinolinecarboxylic acid). Yield: 92.3%. Reaction SMILES: [CH2:1]([C:5]1[N:6]([CH2:13][C:14]2[CH:15]=[C:16]3[C:21](=[CH:22][CH:23]=2)[N:20]=[C:19]([C:24]2[CH:29]=[CH:28][CH:27]=[CH:26][C:25]=2[C:30]([O:32]C)=[O:31])[CH:18]=[C:17]3[C:34]([O:36]C)=[O:35])[C:7]([CH2:11][OH:12])=[C:8]([Cl:10])[N:9]=1)[CH2:2][CH2:3][CH3:4].[OH-].[Na+].O>C(O)C>[CH2:1]([C:5]1[N:6]([CH2:13][C:14]2[CH:15]=[C:16]3[C:21](=[CH:22][CH:23]=2)[N:20]=[C:19]([C:24]2[CH:29]=[CH:28][CH:27]=[CH:26][C:25]=2[C:30]([OH:32])=[O:31])[CH:18]=[C:17]3[C:34]([OH:36])=[O:35])[C:7]([CH2:11][OH:12])=[C:8]([Cl:10])[N:9]=1)[CH2:2][CH2:3][CH3:4] |f:1.2|. Procedure details: 50.6 mg (0.0969 mmol) of methyl 6-[(2-butyl-4-chloro-5-hydroxymethyl-1H-imidazol-1-yl)methyl]-2-(2-methoxycarbonylphenyl)-4-quinolinecarboxylate obtained in Example 8 was mixed with 33.5 mg (0.388 mmol) of sodium hydroxide, 1 ml of water and 0.3 ml of ethanol and the mixture was stirred at the room temperature for 24 hours. After concentrated under reduced pressure, the concentrate was partitioned between water and ether. The aqueous layer was acidified with 1N hydrochloric acid and extracted wi...